This data is from the Open Reaction Database (ORD), a public repository of structured organic reaction records. The task is: describe an organic reaction: reactants, conditions, products, and yield The reactants are ClCCl, O=C(O)C(F)(F)F, COC(=O)c1ccc2c(-c3ccccc3)cn(C(=O)OC(C)(C)C)c2c1. Product: COC(=O)c1ccc2c(-c3ccccc3)c[nH]c2c1. RXN SMILES: [Cl:34][CH2:35][Cl:36].[F:27][C:28]([F:29])([F:30])[C:31]([OH:32])=[O:33].[c:1]1(-[c:7]2[cH:8][n:9]([C:20]([O:21][C:22]([CH3:23])([CH3:24])[CH3:25])=[O:26])[c:10]3[cH:11][c:12]([C:16](=[O:17])[O:18][CH3:19])[cH:13][cH:14][c:15]23)[cH:2][cH:3][cH:4][cH:5][cH:6]1>>[c:1]1(-[c:7]2[cH:8][nH:9][c:10]3[cH:11][c:12]([C:16](=[O:17])[O:18][CH3:19])[cH:13][cH:14][c:15]23)[cH:2][cH:3][cH:4][cH:5][cH:6]1. The reactants are CO, Cl, [Na+], [OH-], COC(=O)C1CCCN1Cc1cccc(NC(=O)Nc2csc(-c3ccncc3)n2)n1. Yields the product O=C(Nc1cccc(CN2CCCC2C(=O)O)n1)Nc1csc(-c2ccncc2)n1. As a reaction SMILES: [CH3:35][OH:36].[ClH:34].[Na+:2].[OH-:1].[n:3]1[cH:4][cH:5][c:6](-[c:9]2[s:10][cH:11][c:12]([NH:14][C:15]([NH:16][c:17]3[cH:18][cH:19][cH:20][c:21]([CH2:23][N:24]4[CH:25]([C:29](=[O:30])[O:31][CH3:32])[CH2:26][CH2:27][CH2:28]4)[n:22]3)=[O:33])[n:13]2)[cH:7][cH:8]1>>[n:3]1[cH:4][cH:5][c:6](-[c:9]2[s:10][cH:11][c:12]([NH:14][C:15]([NH:16][c:17]3[cH:18][cH:19][cH:20][c:21]([CH2:23][N:24]4[CH:25]([C:29](=[O:30])[OH:31])[CH2:26][CH2:27][CH2:28]4)[n:22]3)=[O:33])[n:13]2)[cH:7][cH:8]1. Run in C(C)(=O)O.CO (acetic acid methanol). Product: NCCC1(C(CN(CC1)CC1=CC=CC=C1)O)C(=O)OCC (ethyl 4-(2-aminoethyl)-1-benzyl-3-hydroxypiperidine-4-carboxylate). The reagents and catalysts are [Pt]=O (platinum oxide). The reactants are C(C1=CC=CC=C1)N1CC(C(CC1)(C(=O)OCC)CC#N)=O (ethyl 1-benzyl-4-(cyanomethyl)-3-oxopiperidine-4-carboxylate). Run at time 8 hour. Procedure details: Into a 10000-mL 4-necked round-bottom flask was placed a solution of ethyl 1-benzyl-4-(cyanomethyl)-3-oxopiperidine-4-carboxylate (180 g, 599.30 mmol) in acetic acid/methanol (1:1, 5.4 L) and platinum oxide (27 g, 118.90 mmol). The flask was then flushed and charged with hydrogen and stirred overnight at room temperature. After filtration under nitrogen through CELITE®, the filtrate was concentrated under vacuum to give the title compound. RXN SMILES: [CH2:1]([N:8]1[CH2:13][CH2:12][C:11]([CH2:19][C:20]#[N:21])([C:14]([O:16][CH2:17][CH3:18])=[O:15])[C:10](=[O:22])[CH2:9]1)[C:2]1[CH:7]=[CH:6][CH:5]=[CH:4][CH:3]=1>C(O)(=O)C.CO.[Pt]=O>[NH2:21][CH2:20][CH2:19][C:11]1([C:14]([O:16][CH2:17][CH3:18])=[O:15])[CH2:12][CH2:13][N:8]([CH2:1][C:2]2[CH:7]=[CH:6][CH:5]=[CH:4][CH:3]=2)[CH2:9][CH:10]1[OH:22] |f:1.2|. Starting materials: C(#N)NC(=N)N (cyanoguanidine), C(C)(C)N(C(C)C)CC (N,N-diisopropylethylamine), [F-].[Cs+] (Cesium fluoride), ClC1=C(C(=C(C=C1)N=C=NC1=C(C=CC=C1)F)O[Si](C)(C)C(C)(C)C)S(=O)(=O)N(C)C (N-[4-chloro-2-tert-butyldimethylsilyloxy-3-(N″,N″-dimethylaminosulfonyl)phenyl]-N′-(2-fluorophenyl)carbodiimide), N#CN (cyanamide). The product is ClC1=C(C(=C(C=C1)N(C(=N)NC1=C(C=CC=C1)F)C#N)O)S(=O)(=O)N(C)C (N-[4-Chloro-2-hydroxy-3-(N″,N″-dimethylaminosulfonyl)phenyl]-N′-(2-fluorophenyl)cyanoguanidine). Isolated yield 40.0%. As a reaction SMILES: [C:1](NC(N)=N)#[N:2].[Cl:7][C:8]1[CH:13]=[CH:12][C:11]([N:14]=[C:15]=[N:16][C:17]2[CH:22]=[CH:21][CH:20]=[CH:19][C:18]=2[F:23])=[C:10]([O:24][Si](C(C)(C)C)(C)C)[C:9]=1[S:32]([N:35]([CH3:37])[CH3:36])(=[O:34])=[O:33].[N:38]#CN.C(N(CC)C(C)C)(C)C.[F-].[Cs+]>>[Cl:7][C:8]1[CH:13]=[CH:12][C:11]([N:14]([C:1]#[N:2])[C:15]([NH:16][C:17]2[CH:22]=[CH:21][CH:20]=[CH:19][C:18]=2[F:23])=[NH:38])=[C:10]([OH:24])[C:9]=1[S:32]([N:35]([CH3:36])[CH3:37])(=[O:34])=[O:33] |f:4.5|. Reported procedure: Following the general procedure for cyanoguanidine formation outlined in example 12, N-[4-chloro-2-tert-butyldimethylsilyloxy-3-(N″,N″-dimethylaminosulfonyl)phenyl]-N′-(2-fluorophenyl)carbodiimide (350 mg, 0.72 mmol), cyanamide (121 mg, 2.88 mmol) and N,N-diisopropylethylamine (111 mg, 0.86 mmol) were reacted, followed by desilylation with Cesium fluoride (132 mg, 0.86 mmol) to form the desired product (120 mg, 40%). EI-MS m/z 412.2 (M+). 1H NMR (DMSO-d6) δ 2.86 (s, 6H), 7.20 (m, 2H), 7.27 (m, 2... Reactants: ClC(C(=O)OCC)(F)F (ethyl chlorodifluoroacetate), C[O-].[Na+] (sodium methoxide), ClC1=CC=C(C=C1)C(C)=O (p-chloroacetophenone). Solvent: CCOCC (ether). Reaction conditions: time 12 hour. Yields the product ClC(C(CC(=O)C1=CC=C(C=C1)Cl)=O)(F)F (1-Chloro-4-(4-chlorophenyl)-1,1-difluoro-2,4-butanedione). Isolated yield 92.4%. As a reaction SMILES: [Cl:1][C:2]([F:9])([F:8])[C:3]([O:5]CC)=O.C[O-].[Na+].[Cl:13][C:14]1[CH:19]=[CH:18][C:17]([C:20](=[O:22])[CH3:21])=[CH:16][CH:15]=1>CCOCC>[Cl:1][C:2]([F:8])([F:9])[C:3](=[O:5])[CH2:21][C:20]([C:17]1[CH:18]=[CH:19][C:14]([Cl:13])=[CH:15][CH:16]=1)=[O:22] |f:1.2|. Procedure: 38 g of ethyl chlorodifluoroacetate was added to 22.7 g of sodium methoxide and 300 ml of dry ether under cooling with ice. 31 g of p-chloroacetophenone was gradually added thereto under cooling with ice. The mixture was stirred at room temperature for 12 hours. The solvent was distilled off. 150 ml of 6N hydrochloric acid was added under cooling with ice, and extraction with ethyl acetate was carried out. The extract layer was washed with water, and the solvent was distilled off. The resulting ... The reactants are C(=C)N1C(CCC1)=O (N-vinylpyrrolidone), C(C)(=O)OC=C (vinyl acetate). Product: CC(=O)OC=C.C=CN1CCCC1=O (Luviskol VA-64). As a reaction SMILES: [CH:1]([N:3]1[CH2:7][CH2:6][CH2:5][C:4]1=[O:8])=[CH2:2].[C:9]([O:12][CH:13]=[CH2:14])(=[O:11])[CH3:10]>>[CH3:10][C:9]([O:12][CH:13]=[CH2:14])=[O:11].[CH2:2]=[CH:1][N:3]1[C:4](=[O:8])[CH2:5][CH2:6][CH2:7]1 |f:2.3|. Procedure: Copolymer of N-vinylpyrrolidone and vinyl acetate (6:4) (BASF Japan). The reactants are CC1=CC=2N(N=C1C1=CC(=CC=C1)[N+](=O)[O-])C(NN2)=O (7-methyl-6-(m-nitropheyl)-1,2,4-triazolo[4,3-b]pyridazin-3(2H)-one), CI (methyl iodide), oil, [H-].[Na+] (sodium hydride). Run in CN(C=O)C (dimethylformamide). Run at time 0.5 hour. The product is CN1N=C2N(N=C(C(=C2)C)C2=CC(=CC=C2)[N+](=O)[O-])C1=O (2,7-Dimethyl-6-(m-nitrophenyl)-1,2,4-triazolo[4,3-b]pyridazin-3(2H)-one). RXN SMILES: [CH3:1][C:2]1[C:7]([C:8]2[CH:13]=[CH:12][CH:11]=[C:10]([N+:14]([O-:16])=[O:15])[CH:9]=2)=[N:6][N:5]2[C:17](=[O:20])[NH:18][N:19]=[C:4]2[CH:3]=1.[H-].[Na+].[CH3:23]I>CN(C)C=O>[CH3:23][N:18]1[C:17](=[O:20])[N:5]2[N:6]=[C:7]([C:8]3[CH:13]=[CH:12][CH:11]=[C:10]([N+:14]([O-:16])=[O:15])[CH:9]=3)[C:2]([CH3:1])=[CH:3][C:4]2=[N:19]1 |f:1.2|. Procedure details: A suspension of 3.0 g. of 7-methyl-6-(m-nitropheyl)-1,2,4-triazolo[4,3-b]pyridazin-3(2H)-one in 30 ml. of dry dimethylformamide is stirred for 10 minutes. A 0.54 g. portion of a 50% oil suspension of sodium hydride is added and the mixture is stirred for 1/2 hour with cooling. A 0.75 ml. portion of methyl iodide is added, the mixture is stirred for one hour and then filtered. The solid is washed with water and dried, giving 2.12 g. of the desired product as a yellow solid, m.p. 250°-253° C. The reactants are C(#CC)[Li] (propynyllithium), O=C(C/C=C/I)CCCC (4-oxo-1-iodo-trans-1-octene). The solvent is O1CCCC1 (tetrahydrofuran). Run at time 30 minute. Yields the product OC(C/C=C/I)(CCCC)C#CC (4-Hydroxy-4-(1-propynyl)-1-iodo-trans-1-octene). RXN SMILES: [C:1]([Li])#[C:2][CH3:3].[O:5]=[C:6]([CH2:11][CH2:12][CH2:13][CH3:14])[CH2:7]/[CH:8]=[CH:9]/[I:10]>O1CCCC1>[OH:5][C:6]([C:1]#[C:2][CH3:3])([CH2:11][CH2:12][CH2:13][CH3:14])[CH2:7]/[CH:8]=[CH:9]/[I:10]. Reported procedure: To a stirred solution of propynyllithium at -25° is added a solution of 4-oxo-1-iodo-trans-1-octene in tetrahydrofuran. After the addition, the solution is stirred at -20° to -15° C. for 30 minutes. The reaction is quenched with a mixture of hexane and ice. The aqueous phase is separated and extracted with additional hexane. The combined hexane extracts are washed successively with water and brine. The solution is dried over magnesium sulfate and concentrated. The residue is subjected to column ... The reactants are 21.3, COC1=CC=C(C=C1)N1CCN(CC1)C1=CC=C(C=C1)N1C(NC(C1=O)(C)C)=O (3-[4-[4-(4-methoxyphenyl)-1-piperazinyl]phenyl]-5,5-dimethyl-2,4-imidazolidinedione), ClC(C(C)=O)C (3-chloro-2-butanone), C([O-])([O-])=O.[K+].[K+] (potassium carbonate), CN(C=O)C (N,N-dimethylformamide). Run in O (water). Conditions: temperature 100 celsius, time 8 hour. The product is COC1=CC=C(C=C1)N1CCN(CC1)C1=CC=C(C=C1)N1C(N(C(C1=O)(C)C)C(C(C)=O)C)=O (3-[4-[4-(4-methoxyphenyl)-1-piperazinyl]phenyl]-5,5-dimethyl-1-(1-methyl-2-oxopropyl)-2,4-imidazolidinedione). Isolated yield 30.9%. RXN SMILES: [CH3:1][O:2][C:3]1[CH:8]=[CH:7][C:6]([N:9]2[CH2:14][CH2:13][N:12]([C:15]3[CH:20]=[CH:19][C:18]([N:21]4[C:25](=[O:26])[C:24]([CH3:28])([CH3:27])[NH:23][C:22]4=[O:29])=[CH:17][CH:16]=3)[CH2:11][CH2:10]2)=[CH:5][CH:4]=1.Cl[CH:31]([CH3:35])[C:32](=[O:34])[CH3:33].C(=O)([O-])[O-].[K+].[K+].CN(C)C=O>O>[CH3:1][O:2][C:3]1[CH:8]=[CH:7][C:6]([N:9]2[CH2:14][CH2:13][N:12]([C:15]3[CH:16]=[CH:17][C:18]([N:21]4[C:25](=[O:26])[C:24]([CH3:27])([CH3:28])[N:23]([CH:31]([CH3:35])[C:32](=[O:34])[CH3:33])[C:22]4=[O:29])=[CH:19][CH:20]=3)[CH2:11][CH2:10]2)=[CH:5][CH:4]=1 |f:2.3.4|. Reported procedure: A mixture of 21.3 parts of 3-[4-[4-(4-methoxyphenyl)-1-piperazinyl]phenyl]-5,5-dimethyl-2,4-imidazolidinedione, 7.5 parts of 3-chloro-2-butanone, 6.0 parts of potassium carbonate and 180 parts of N,N-dimethylformamide was stirred overnight at 100° C. After cooling, the reaction mixture was diluted with 700 parts of water. The crystallized product was filtered off and purified by column chromatography over silica gel using a mixture of trichloromethane and methanol (98.5:1.5 by volume) as eluent.... Starting materials: [Si](C)(C)(C(C)(C)C)OCC1CCC(CC1)CNCC (N-{[4-({[tert-butyl(dimethyl)silyl]oxy}methyl)cyclohexyl]methyl}-N-ethylamine), [Si](C)(C)(C(C)(C)C)OCC1CCC(CC1)CNC(C)=O (N-{[4-({[tert-butyl(dimethyl)silyl]oxy}methyl)cyclohexyl]methyl}acetamide), C(C1=CC=CC=C1)NCC1CCC(CC1)CO[Si](C)(C)C(C)(C)C (N-benzyl-N-{[4-({[tert-butyl(dimethyl)silyl]oxy}methyl)cyclohexyl]methyl}amine), [H-].[Al+3].[Li+].[H-].[H-].[H-] (lithium aluminum hydride), [Si](C)(C)(C(C)(C)C)OCC1CCC(CC1)CNCC (N-{[4-({[tert-butyl(dimethyl)silyl]oxy}methyl)cyclohexyl]methyl}-N-ethylamine), [Si](C)(C)(C(C)(C)C)OCC1CCC(CC1)CN(S(=O)(=O)N)CC (N-{[4-({[tert-butyl(dimethyl)silyl]oxy}methyl)cyclohexyl]methyl}-N-ethylsulfamide), S(=O)(=O)(N)N (sulfamide), NS(=O)(=O)N(CC1=CC=CC=C1)CC1CCC(CC1)C(=O)OCC (Ethyl 4-{[(aminosulfonyl)(benzyl)amino]methyl}cyclohexanecarboxylate). The solvent is O1CCCC1 (tetrahydrofuran), COCCOC (DME). Yields the product C(C)(=O)NCC1CCC(CC1)C(=O)OCC (Ethyl 4-[(acetylamino)methyl]cyclohexanecarboxylate). RXN SMILES: C(NCC1CCC(C[O:17][Si](C(C)(C)C)(C)C)CC1)C1C=CC=CC=1.[Si](OCC1CCC(CNCC)CC1)(C(C)(C)C)(C)C.[Si](OCC1CCC(CNC(=O)C)CC1)(C(C)(C)C)(C)C.[H-].[Al+3].[Li+].[H-].[H-].[H-].[Si](OCC1CCC(CN(CC)S(N)(=O)=O)CC1)(C(C)(C)C)(C)C.NS([N:97]([CH2:105][CH:106]1[CH2:111][CH2:110][CH:109]([C:112]([O:114][CH2:115][CH3:116])=[O:113])[CH2:108][CH2:107]1)[CH2:98][C:99]1C=CC=CC=1)(=O)=O.S(N)(N)(=O)=O>O1CCCC1.COCCOC>[C:98]([NH:97][CH2:105][CH:106]1[CH2:111][CH2:110][CH:109]([C:112]([O:114][CH2:115][CH3:116])=[O:113])[CH2:108][CH2:107]1)(=[O:17])[CH3:99] |f:3.4.5.6.7.8|. Procedure: trans 4-(Aminomethyl)cyclohexane carboxylic acid ethyl ester (CAS 35879-53-9) (222 mg, 1.0 mmole, 1.0 eq) was dissolved in dichloromethane (5 mL) and triethyl amine (0.35 mL, 2.5 mmole, 2.5 eq) and acetic anhydride (143 μL, 1.50 mmole, 1.5 eq) was added. The reaction was stirred overnight and was complete in 18 hours. The reaction was diluted with dichloromethane and washed twice with dilute aqueous hydrochloric acid. The organic was dried over sodium sulfate, filtered and evaporated to give the...